From a dataset of the Open Reaction Database (ORD), a public repository of structured organic reaction records. describe an organic reaction: reactants, conditions, products, and yield Starting materials: NC=1SC(=C(N1)C(=O)N1[C@H]2C[C@H]2C[C@H]1CN)C1=CC(=CC=C1)F ([2-amino-5-(3-fluoro-phenyl)-thiazol-4-yl]-((1S,3S,5S)-3-aminomethyl-2-aza-bicyclo[3.1.0]hex-2-yl)-methanone), CC=1N2C(SC1C(=O)O)=NC=C2 (3-methyl-imidazo[2,1-b]thiazole-2-carboxylic acid). The product is NC=1SC(=C(N1)C(=O)N1[C@H]2C[C@H]2C[C@H]1CNC(=O)C1=C(N2C(S1)=NC=C2)C)C2=CC(=CC=C2)F (3-methyl-imidazo[2,1-b]thiazole-2-carboxylic acid {(1S,3S,5S)-2-[2-amino-5-(3-fluoro-phenyl)-thiazole-4-carbonyl]-2-aza-bicyclo[3.1.0]hex-3-ylmethyl}-amide). RXN SMILES: [NH2:1][C:2]1[S:3][C:4]([C:17]2[CH:22]=[CH:21][CH:20]=[C:19]([F:23])[CH:18]=2)=[C:5]([C:7]([N:9]2[C@H:14]([CH2:15][NH2:16])[CH2:13][C@H:12]3[C@@H:10]2[CH2:11]3)=[O:8])[N:6]=1.[CH3:24][C:25]1[N:26]2[CH:35]=[CH:34][N:33]=[C:27]2[S:28][C:29]=1[C:30](O)=[O:31]>>[NH2:1][C:2]1[S:3][C:4]([C:17]2[CH:22]=[CH:21][CH:20]=[C:19]([F:23])[CH:18]=2)=[C:5]([C:7]([N:9]2[C@H:14]([CH2:15][NH:16][C:30]([C:29]3[S:28][C:27]4=[N:33][CH:34]=[CH:35][N:26]4[C:25]=3[CH3:24])=[O:31])[CH2:13][C@H:12]3[C@@H:10]2[CH2:11]3)=[O:8])[N:6]=1. Procedure: prepared by reaction of [2-amino-5-(3-fluoro-phenyl)-thiazol-4-yl]-((1S,3S,5S)-3-aminomethyl-2-aza-bicyclo[3.1.0]hex-2-yl)-methanone with 3-methyl-imidazo[2,1-b]thiazole-2-carboxylic acid. LC-MS (basic): tR=0.74 min; [M+H]+=497.2. The reactants are ClCC(=O)NC(CCCCC)(C)C (2-Chloro-N-(1,1-dimethylhexyl)acetamide), N (ammonia). Solvent: O (water), C(C)O (ethanol). Run at time 0.5 hour. Product: NCC(=O)NC(CCCCC)(C)C (2-amino-N-(1,1-dimethylhexyl)acetamide). RXN SMILES: Cl[CH2:2][C:3]([NH:5][C:6]([CH3:13])([CH3:12])[CH2:7][CH2:8][CH2:9][CH2:10][CH3:11])=[O:4].[NH3:14]>O.C(O)C>[NH2:14][CH2:2][C:3]([NH:5][C:6]([CH3:13])([CH3:12])[CH2:7][CH2:8][CH2:9][CH2:10][CH3:11])=[O:4]. Reported procedure: A suspension of 2-Chloro-N-(1,1-dimethylhexyl)acetamide (2.5 g, 12 m mol) in a mixture of water (50 ml) and ethanol (50 ml) was saturated in ammoniain the cold and held at room temperature for two days with the occasional passage of ammonia. The mixture was evaporated to a gum which was partially dried by azeotroping with ethanol then 40-60 petrol. The residuewas dissolved in chloroform (50 ml) and stirred with sodium carbonate (2 g)and water (10 ml) for 1/2 hour. The organic phase was then sepa... The reactants are [Si](C)(C)(C(C)(C)C)OC(C(C(C)C)NC(CI)=O)C(F)(F)F (N-(2-tert-butyldimethylsilyloxy-3,3,3-trifluoro-1-isopropylpropyl)-2-iodoacetamide), C(C1=CC=CC=C1)OC(=O)NC=1C(NC(=CC1)C1=C(C=CC=C1)Cl)=O (3-benzyloxycarbonylamino-6-(2-chlorophenyl)pyrid-2-one), CN(C=O)C (N,N-dimethyformamide), [H-].[Na+] (Sodium hydride). Run in CCCCCC (hexane), CCOCC (ether). Reaction conditions: time 1.5 hour. Product: C(C1=CC=CC=C1)OC(=O)NC=1C(N(C(=CC1)C1=C(C=CC=C1)Cl)CC(=O)NC(C(C(F)(F)F)O[Si](C)(C)C(C)(C)C)C(C)C)=O (2-[3-benzyloxycarbonylamino-6-(2 -chlorophenyl)-2-oxo-1,2-dihydro-1-pyridyl]-N-(2-tert-butyldimethylsilyloxy-3,3,3-trifluoro-1-isopropylpropyl)acetamide). Yield: 63.9%. RXN SMILES: [CH2:1]([O:8][C:9]([NH:11][C:12]1[C:13](=[O:25])[NH:14][C:15]([C:18]2[CH:23]=[CH:22][CH:21]=[CH:20][C:19]=2[Cl:24])=[CH:16][CH:17]=1)=[O:10])[C:2]1[CH:7]=[CH:6][CH:5]=[CH:4][CH:3]=1.CN(C)C=O.[H-].[Na+].[Si:33]([O:40][CH:41]([C:51]([F:54])([F:53])[F:52])[CH:42]([NH:46][C:47](=[O:50])[CH2:48]I)[CH:43]([CH3:45])[CH3:44])([C:36]([CH3:39])([CH3:38])[CH3:37])([CH3:35])[CH3:34]>CCCCCC.CCOCC>[CH2:1]([O:8][C:9]([NH:11][C:12]1[C:13](=[O:25])[N:14]([CH2:48][C:47]([NH:46][CH:42]([CH:43]([CH3:45])[CH3:44])[CH:41]([O:40][Si:33]([C:36]([CH3:39])([CH3:38])[CH3:37])([CH3:35])[CH3:34])[C:51]([F:52])([F:54])[F:53])=[O:50])[C:15]([C:18]2[CH:23]=[CH:22][CH:21]=[CH:20][C:19]=2[Cl:24])=[CH:16][CH:17]=1)=[O:10])[C:2]1[CH:7]=[CH:6][CH:5]=[CH:4][CH:3]=1 |f:2.3|. Procedure: To a 5 liter, 3-necked flask equipped with a mechanical stirrer, thermometer, and a nitrogen inlet were added 3-benzyloxycarbonylamino-6-(2-chlorophenyl)pyrid-2-one (158.0 g, 0.445 mol) and N,N-dimethyformamide (dried over molecular sieves, 3.0 L) giving a tan suspension. Sodium hydride (60% mineral oil dispersion, 19.6 g, 0.490 mol) was added in one portion at ambient temperature. The reaction mixture was stirred at room temperature for 1.5 h, gradually becoming a clear amber solution; then it ... Reactants: FeCl3, COC1=CC=C(CC=2OC3=C(C2C)C(C(=CC3=O)CCC)=O)C=C1 (2-(4-methoxybenzyl)-3-methyl-5-propyl-4,7-benzofurandione), quinone, C(C)S (ethanethiol). The solvent is CO (MeOH). Reaction conditions: temperature 0 celsius. Yields the product COC1=CC=C(CC=2OC3=C(C2C)C(C(=C(C3=O)SCC)CCC)=O)C=C1 (2-(4-methoxybenzyl)-3-methyl-5-propyl-6-ethylthio-4,7-benzofurandione). Reaction SMILES: [CH3:1][O:2][C:3]1[CH:24]=[CH:23][C:6]([CH2:7][C:8]2[O:9][C:10]3[C:17](=[O:18])[CH:16]=[C:15]([CH2:19][CH2:20][CH3:21])[C:14](=[O:22])[C:11]=3[C:12]=2[CH3:13])=[CH:5][CH:4]=1.[CH2:25]([SH:27])[CH3:26]>CO>[CH3:1][O:2][C:3]1[CH:4]=[CH:5][C:6]([CH2:7][C:8]2[O:9][C:10]3[C:17](=[O:18])[C:16]([S:27][CH2:25][CH3:26])=[C:15]([CH2:19][CH2:20][CH3:21])[C:14](=[O:22])[C:11]=3[C:12]=2[CH3:13])=[CH:23][CH:24]=1. Reported procedure: To a suspension of 2-(4-methoxybenzyl)-3-methyl-5-propyl-4,7-benzofurandione (from Example 28) (0.988 g, 3.05 mmol)in MeOH (23 mL) was added ethanethiol (2.5 mL). After a few minutes, the yellow quinone passed into solution giving a reddish colour. The reaction was cooled to 0° C. and solid FeCl3 (2.5 g) was added. The reaction was quenched 10% HCl and extraction with CH2Cl2 afforded the crude product which was chromatographed on silica gel (5% EtOAc/hexane) to yield the title compound.